Dataset: the Open Reaction Database (ORD), a public repository of structured organic reaction records. Task: describe an organic reaction: reactants, conditions, products, and yield Starting materials: CC1C(c2ccccc2)OC(=O)N1Cc1cc(C(F)(F)F)ccc1Br, COC(=O)Cc1ccc(OC)c(B2OC(C)(C)C(C)(C)O2)c1. The product is COC(=O)Cc1ccc(OC)c(-c2ccc(C(F)(F)F)cc2CN2C(=O)OC(c3ccccc3)C2C)c1. Reaction SMILES: [Br:1][c:2]1[c:3]([CH2:4][N:5]2[C:6](=[O:17])[O:7][CH:8]([c:11]3[cH:12][cH:13][cH:14][cH:15][cH:16]3)[CH:9]2[CH3:10])[cH:18][c:19]([C:22]([F:23])([F:24])[F:25])[cH:20][cH:21]1.[CH3:26][O:27][C:28]([CH2:29][c:30]1[cH:31][c:32]([B:38]2[O:39][C:40]([CH3:41])([CH3:42])[C:43]([CH3:44])([CH3:45])[O:46]2)[c:33]([O:36][CH3:37])[cH:34][cH:35]1)=[O:47]>>[c:2]1(-[c:32]2[cH:31][c:30]([CH2:29][C:28]([O:27][CH3:26])=[O:47])[cH:35][cH:34][c:33]2[O:36][CH3:37])[c:3]([CH2:4][N:5]2[C:6](=[O:17])[O:7][CH:8]([c:11]3[cH:12][cH:13][cH:14][cH:15][cH:16]3)[CH:9]2[CH3:10])[cH:18][c:19]([C:22]([F:23])([F:24])[F:25])[cH:20][cH:21]1.